This data is from the Open Reaction Database (ORD), a public repository of structured organic reaction records. The task is: describe an organic reaction: reactants, conditions, products, and yield Reactants: Cc1ccc(S(=O)(=O)Cl)s1, COc1cccc2c1c(N)nn2Cc1ccc(C(N)=O)cc1, c1ccncc1. The product is COc1cccc2c1c(NS(=O)(=O)c1ccc(C)s1)nn2Cc1ccc(C(N)=O)cc1. Reaction SMILES: [CH3:23][c:24]1[cH:25][cH:26][c:27]([S:29](=[O:30])(=[O:31])[Cl:32])[s:28]1.[NH2:1][c:2]1[n:3][n:4]([CH2:13][c:14]2[cH:15][cH:16][c:17]([C:18](=[O:19])[NH2:20])[cH:21][cH:22]2)[c:5]2[cH:6][cH:7][cH:8][c:9]([O:11][CH3:12])[c:10]12.[cH:33]1[cH:34][cH:35][n:36][cH:37][cH:38]1>>[NH:1]([c:2]1[n:3][n:4]([CH2:13][c:14]2[cH:15][cH:16][c:17]([C:18](=[O:19])[NH2:20])[cH:21][cH:22]2)[c:5]2[cH:6][cH:7][cH:8][c:9]([O:11][CH3:12])[c:10]12)[S:29]([c:27]1[cH:26][cH:25][c:24]([CH3:23])[s:28]1)(=[O:30])=[O:31].